This data is from the Open Reaction Database (ORD), a public repository of structured organic reaction records. The task is: describe an organic reaction: reactants, conditions, products, and yield The reactants are CO (methanol), C[O-].[Na+] (sodium methoxide), CO (methanol), C(C)S(=O)(=O)C1=NC=2C(=NC=CC2C)N1CC1=CC=C(C=C1)C1=C(C=CC=C1)C1=NN=NN1 (2-ethylsulfonyl-7-methyl-3[(2'-(1H-tetrazol-5-yl)biphenyl-4-yl)methyl]- 3H-imidazo[4.5-b]-pyridine). Run in ClCCl (dichloromethane). The product is COC1=NC=2C(=NC=CC2C)N1CC1=CC=C(C=C1)C1=C(C=CC=C1)C1=NN=NN1 (2-Methoxy-7-methyl-3[(2'-(1H-tetrazol-5-yl)biphenyl-4-yl)methyl]-3H-imidazo[4.5-b]pyridine). RXN SMILES: [CH3:1][OH:2].C[O-].[Na+].C(S([C:11]1[N:20]([CH2:21][C:22]2[CH:27]=[CH:26][C:25]([C:28]3[CH:33]=[CH:32][CH:31]=[CH:30][C:29]=3[C:34]3[NH:38][N:37]=[N:36][N:35]=3)=[CH:24][CH:23]=2)[C:14]2=[N:15][CH:16]=[CH:17][C:18]([CH3:19])=[C:13]2[N:12]=1)(=O)=O)C>ClCCl>[CH3:1][O:2][C:11]1[N:20]([CH2:21][C:22]2[CH:27]=[CH:26][C:25]([C:28]3[CH:33]=[CH:32][CH:31]=[CH:30][C:29]=3[C:34]3[NH:38][N:37]=[N:36][N:35]=3)=[CH:24][CH:23]=2)[C:14]2=[N:15][CH:16]=[CH:17][C:18]([CH3:19])=[C:13]2[N:12]=1 |f:1.2|. Procedure details: 420 mg (2.2 mmol) of 28% methanol solution of sodium methoxide was added to 10 ml of a methanol solution of 0.44 g (0.96 mmol) of 2-ethylsulfonyl-7-methyl-3[(2'-(1H-tetrazol-5-yl)biphenyl-4-yl)methyl]- 3H-imidazo[4.5-b]-pyridine was dispersed in 150 ml of dichloromethane. The mixture was refluxed for 40 minutes. The solvent was distilled out at a reduced pressure. The residue was mixed with water and neutralized with 2N HCl. An extract with dichloromethane was washed with a saturated saline and ...